Dataset: the Open Reaction Database (ORD), a public repository of structured organic reaction records. Task: describe an organic reaction: reactants, conditions, products, and yield Reactants: ClC(=O)N1C2=C(NC(C3=C1C=C(C=C3)C)=O)C=CC=N2 (11-(chlorocarbonyl)-5,11-dihydro-9-methyl-6H-pyrido[2,3-b][1,4]benzodiazepin-6-one), C(C)N(CC)CC1N(CCCC1)CCN (2-[2-[(diethylamino)methyl]-piperidin-1-yl]ethanamine). Procedure: Prepared analogously to Example 2 from 11-(chlorocarbonyl)-5,11-dihydro-9-methyl-6H-pyrido[2,3-b][1,4]benzodiazepin-6-one and 2-[2-[(diethylamino)methyl]-piperidin-1-yl]ethanamine in a yield of 40% of theory. Colourless crystals, m.p. 183°-185° C. (acetonitrile). Yield: 40.0%. The solvent is C(C)#N (acetonitrile). Product: C(C)N(CC)CC1N(CCCC1)CCNC(=O)N1C2=C(NC(C3=C1C=C(C=C3)C)=O)C=CC=N2 (11-[[[2-[2-[(Diethylamino)methyl]-piperidin-1-yl]ethyl]amino]carbonyl]-5,11-dihydro-9-methyl-6H-pyrido[2,3-b][1,4]benzodiazepin-6-one). As a reaction SMILES: Cl[C:2]([N:4]1[C:10]2[CH:11]=[C:12]([CH3:15])[CH:13]=[CH:14][C:9]=2[C:8](=[O:16])[NH:7][C:6]2[CH:17]=[CH:18][CH:19]=[N:20][C:5]1=2)=[O:3].[CH2:21]([N:23]([CH2:26][CH:27]1[CH2:32][CH2:31][CH2:30][CH2:29][N:28]1[CH2:33][CH2:34][NH2:35])[CH2:24][CH3:25])[CH3:22]>C(#N)C>[CH2:21]([N:23]([CH2:26][CH:27]1[CH2:32][CH2:31][CH2:30][CH2:29][N:28]1[CH2:33][CH2:34][NH:35][C:2]([N:4]1[C:10]2[CH:11]=[C:12]([CH3:15])[CH:13]=[CH:14][C:9]=2[C:8](=[O:16])[NH:7][C:6]2[CH:17]=[CH:18][CH:19]=[N:20][C:5]1=2)=[O:3])[CH2:24][CH3:25])[CH3:22]. Reactants: NC=1C(=NC=CN1)C(=O)N (3-aminopyrazine-2-carboxamide), BrBr (bromine), C(=O)([O-])[O-].[Na+].[Na+] (Na2CO3). Solvent: C(C)(=O)O (acetic acid). Conditions: time 0.5 hour. Yields the product NC=1C(=NC(=CN1)Br)C(=O)N (3-amino-6-bromopyrazine-2-carboxamide). Yield: 94.3%. Reaction SMILES: [NH2:1][C:2]1[C:3]([C:8]([NH2:10])=[O:9])=[N:4][CH:5]=[CH:6][N:7]=1.[Br:11]Br.C([O-])([O-])=O.[Na+].[Na+]>C(O)(=O)C>[NH2:1][C:2]1[C:3]([C:8]([NH2:10])=[O:9])=[N:4][C:5]([Br:11])=[CH:6][N:7]=1 |f:2.3.4|. Reported procedure: To a solution 3-aminopyrazine-2-carboxamide (3 g, 22 mmol) in acetic acid (25 mL) was drop wise added bromine (4.2 g, 26.5 mmol) at room temperature the reaction mixture was stirred for 0.5 h and Na2CO3 (2 eq) was added slowly. Upon added of the reaction, the solvent was removed in vacuo, water (50 mL) was added to the residue and the precipitate was collected on a filter and washed with hexane (50 mL) to give 3-amino-6-bromopyrazine-2-carboxamide (4.5 g) as a yellow solid: MS (EI) for C5H5BrN4O... Reactants: C(CCCCC)(=O)NC1=CC=C(C(=O)OC)C=C1 (methyl 4-(hexanoylamino)benzoate), O.NN (hydrazine hydrate). Solvent: CCO (EtOH). Reaction conditions: time 15 hour. The product is N(N)C(=O)C1=CC=C(C=C1)NC(CCCCC)=O (N-[4-(hydrazinocarbonyl)phenyl]hexanamide). Isolated yield 55.0%. As a reaction SMILES: [C:1]([NH:8][C:9]1[CH:18]=[CH:17][C:12]([C:13](OC)=[O:14])=[CH:11][CH:10]=1)(=[O:7])[CH2:2][CH2:3][CH2:4][CH2:5][CH3:6].O.[NH2:20][NH2:21]>CCO>[NH:20]([C:13]([C:12]1[CH:17]=[CH:18][C:9]([NH:8][C:1](=[O:7])[CH2:2][CH2:3][CH2:4][CH2:5][CH3:6])=[CH:10][CH:11]=1)=[O:14])[NH2:21] |f:1.2|. Procedure: To a suspension of methyl 4-(hexanoylamino)benzoate (583 mg, 2.34 mmol) in EtOH (8 mL) was added hydrazine hydrate (1.8 mL). After stirring for 15 h at reflux, the reaction mixture was cooled to rt and a white solid precipitated out. Filtration, washing with water (2×2 mL), and drying under vacuo at rt for 72 hrs gave 321 mg of the title compound (55%) as a white solid in 96.6% purity by HPLC (MaxPlot detection between 230 and 400 nm). Starting materials: BrC=1C=C(C=CC1)C(C)NC(OC)=O (methyl N-[1-(3-bromophenyl)ethyl]carbamate), C([O-])([O-])=O.[Na+].[Na+] (sodium carbonate), COC1=CC=C(C=C1)OB(O)O (4-methoxyphenylboric acid), [Cl-].[Na+] (sodium chloride). The reagents and catalysts are C=1C=CC(=CC1)[P](C=2C=CC=CC2)(C=3C=CC=CC3)[Pd]([P](C=4C=CC=CC4)(C=5C=CC=CC5)C=6C=CC=CC6)([P](C=7C=CC=CC7)(C=8C=CC=CC8)C=9C=CC=CC9)[P](C=1C=CC=CC1)(C=1C=CC=CC1)C=1C=CC=CC1 (tetrakis(triphenylphosphine)palladium). Reported procedure: 1.00 g of methyl N-[1-(3-bromophenyl)ethyl]carbamate, 0.41 g of sodium carbonate in aqueous solution (20 ml) and 0.09 g of tetrakis(triphenylphosphine)palladium (0) were added to toluene (40 ml) under a nitrogen atmosphere. The resulting solution was mixed with 0.59 g of 4-methoxyphenylboric acid in ethanol (20 ml) at room temperature with stirring and refluxed under heating for 2 hours. After the reaction, the reaction solution was cooled to room temperature, poured into saturated aqueous sodiu... Yield: 144.7%. Yields the product COC1=CC=C(C=C1)C=1C=C(C=CC1)C(C)NC(OC)=O (methyl N-{1-[3-(4-methoxyphenyl)phenyl]ethyl}carbamate). Solvent: solution, C1(=CC=CC=C1)C (toluene), C(C)O (ethanol). Reaction SMILES: Br[C:2]1[CH:3]=[C:4]([CH:8]([NH:10][C:11](=[O:14])[O:12][CH3:13])[CH3:9])[CH:5]=[CH:6][CH:7]=1.C(=O)([O-])[O-].[Na+].[Na+].[CH3:21][O:22][C:23]1[CH:28]=[CH:27][C:26](OB(O)O)=[CH:25][CH:24]=1.[Cl-].[Na+]>C(O)C.C1C=CC([P]([Pd]([P](C2C=CC=CC=2)(C2C=CC=CC=2)C2C=CC=CC=2)([P](C2C=CC=CC=2)(C2C=CC=CC=2)C2C=CC=CC=2)[P](C2C=CC=CC=2)(C2C=CC=CC=2)C2C=CC=CC=2)(C2C=CC=CC=2)C2C=CC=CC=2)=CC=1.C1(C)C=CC=CC=1>[CH3:21][O:22][C:23]1[CH:28]=[CH:27][C:26]([C:2]2[CH:3]=[C:4]([CH:8]([NH:10][C:11](=[O:14])[O:12][CH3:13])[CH3:9])[CH:5]=[CH:6][CH:7]=2)=[CH:25][CH:24]=1 |f:1.2.3,5.6,^1:41,43,62,81|.